The task is: describe an organic reaction: reactants, conditions, products, and yield. This data is from the Open Reaction Database (ORD), a public repository of structured organic reaction records. Reactants: C(C1=CC=CC=C1)N1C(=NC(=C1CC(=O)O)Cl)C1=CC=CC=C1 (1-benzyl-2-phenyl-4-chloroimidazole-5-acetic acid), C(C)O (ethanol), Cl (hydrogen chloride). Reaction conditions: time 8 hour. Yields the product C(C1=CC=CC=C1)N1C(=NC(=C1CC(=O)OCC)Cl)C1=CC=CC=C1 (1-benzyl-2-phenyl-4-chloro-5-ethoxycarbonylmethylimidazole). RXN SMILES: [CH2:1]([N:8]1[C:12]([CH2:13][C:14]([OH:16])=[O:15])=[C:11]([Cl:17])[N:10]=[C:9]1[C:18]1[CH:23]=[CH:22][CH:21]=[CH:20][CH:19]=1)[C:2]1[CH:7]=[CH:6][CH:5]=[CH:4][CH:3]=1.Cl.[CH2:25](O)[CH3:26]>>[CH2:1]([N:8]1[C:12]([CH2:13][C:14]([O:16][CH2:25][CH3:26])=[O:15])=[C:11]([Cl:17])[N:10]=[C:9]1[C:18]1[CH:23]=[CH:22][CH:21]=[CH:20][CH:19]=1)[C:2]1[CH:3]=[CH:4][CH:5]=[CH:6][CH:7]=1. Procedure: In 100 ml of ethanol was dissolved 6.53 g of 1-benzyl-2-phenyl-4-chloroimidazole-5-acetic acid and under ice-cooling, hydrogen chloride was introduced until saturation. The solution was further stirred at room temperature overnight. The reaction mixture was concentrated to dryness under reduced pressure and the concentrate was run onto a column of 200 g silica gel, elution being carried out with benzene-chloroform (1:1). By the above procedure was obtained 2.28 g of 1-benzyl-2-phenyl-4-chloro-5-... Yield: 55.0%. As a reaction SMILES: [F:1][C:2]1[C:10]2[CH2:9][CH2:8][CH2:7][CH2:6][C:5]=2[N:4]2[CH2:11][CH2:12][N:13]([C:16]3[N:23]=[CH:22][CH:21]=[C:20]([C:24]4[CH:29]=[C:28]([NH:30][C:31]5[CH:36]=[CH:35][C:34]([N:37]6[CH2:42][CH2:41][N:40]([CH:43]7[CH2:46][O:45][CH2:44]7)[CH2:39][CH2:38]6)=[CH:33][N:32]=5)[C:27](=[O:47])[N:26]([CH3:48])[CH:25]=4)[C:17]=3[CH:18]=[O:19])[C:14](=[O:15])[C:3]=12.[BH4-].[Na+]>CO>[F:1][C:2]1[C:10]2[CH2:9][CH2:8][CH2:7][CH2:6][C:5]=2[N:4]2[CH2:11][CH2:12][N:13]([C:16]3[C:17]([CH2:18][OH:19])=[C:20]([C:24]4[CH:29]=[C:28]([NH:30][C:31]5[CH:36]=[CH:35][C:34]([N:37]6[CH2:38][CH2:39][N:40]([CH:43]7[CH2:46][O:45][CH2:44]7)[CH2:41][CH2:42]6)=[CH:33][N:32]=5)[C:27](=[O:47])[N:26]([CH3:48])[CH:25]=4)[CH:21]=[CH:22][N:23]=3)[C:14](=[O:15])[C:3]=12 |f:1.2|. Run at temperature 20 celsius, time 2 hour. Starting materials: FC1=C2N(C=3CCCCC13)CCN(C2=O)C2=C(C=O)C(=CC=N2)C2=CN(C(C(=C2)NC2=NC=C(C=C2)N2CCN(CC2)C2COC2)=O)C (2-(10-Fluoro-1-oxo-3,4,6,7,8,9-hexahydropyrazino[1,2-a]indol-2(1H)-yl)-4-(1-methyl-5-(5-(4-(oxetan-3-yl)piperazin-1-yl)pyridin-2-ylamino)-6-oxo-1,6-dihydropyridin-3-yl)nicotinaldehyde), [BH4-].[Na+] (NaBH4). Reported procedure: To a solution of 134d (200 mg, 0.30 mmol) in MeOH (20 mL) was added NaBH4 (40 mg, 0.9 mmol). The mixture was stirred at 20° C. for 2 h. After reaction it was evaporated and the residue was purified by reverse-phase prep-HPLC to afford 134 (108 mg, yield 54%) as a yellow solid. MS: (M+H)+ 655. 1H NMR (500 MHz, DMSO-d6) δ 8.61 (d, J=2.0, 1H), 8.49 (d, J=5.0, 1H), 8.43 (s, 1H), 7.85 (d, J=2.5, 1H), 7.45 (d, J=1.5, 1H), 7.37-7.39 (m, 1H), 7.35 (d, J=5.0, 1H), 7.24 (d, J=9.0, 1H), 4.99 (s, 1H), 4.56 ... Yields the product FC1=C2N(C=3CCCCC13)CCN(C2=O)C2=NC=CC(=C2CO)C2=CN(C(C(=C2)NC2=NC=C(C=C2)N2CCN(CC2)C2COC2)=O)C (10-Fluoro-2-(3-(hydroxymethyl)-4-(1-methyl-5-(5-(4-(oxetan-3-yl)piperazin-1-yl)pyridin-2-ylamino)-6-oxo-1,6-dihydropyridin-3-yl)pyridin-2-yl)-3,4,6,7,8,9-hexahydropyrazino[1,2-a]indol-1(2H)-one). Solvent: CO (MeOH). Starting materials: ClC=1C2=C(N=CN1)C=CC(=N2)C2=CC(=C(C=C2)OC)C (4-chloro-6-(3-methyl-4-methoxyphenyl)-pyrido[3,2-d]pyrimidine), N1CCNCC1 (piperazine). Solvent: C(C)(C)O (isopropanol). Conditions: temperature 80 celsius. The product is N1(CCNCC1)C=1C2=C(N=CN1)C=CC(=N2)C2=CC(=C(C=C2)OC)C (4-(piperazin-1-yl)-6-(3-methyl-4-methoxyphenyl)-pyrido[3,2-d]pyrimidine). Isolated yield 78.0%. As a reaction SMILES: Cl[C:2]1[C:3]2[N:11]=[C:10]([C:12]3[CH:17]=[CH:16][C:15]([O:18][CH3:19])=[C:14]([CH3:20])[CH:13]=3)[CH:9]=[CH:8][C:4]=2[N:5]=[CH:6][N:7]=1.[NH:21]1[CH2:26][CH2:25][NH:24][CH2:23][CH2:22]1>C(O)(C)C>[N:21]1([C:2]2[C:3]3[N:11]=[C:10]([C:12]4[CH:17]=[CH:16][C:15]([O:18][CH3:19])=[C:14]([CH3:20])[CH:13]=4)[CH:9]=[CH:8][C:4]=3[N:5]=[CH:6][N:7]=2)[CH2:26][CH2:25][NH:24][CH2:23][CH2:22]1. Procedure details: To a suspension of 4-chloro-6-(3-methyl-4-methoxyphenyl)-pyrido[3,2-d]pyrimidine (0.99 mmole) in isopropanol (40 ml) was added piperazine (1.99 mmole). The reaction mixture was heated at 80° C. for 2 hours. The solvents were evaporated in vacuo. The crude residue was purified by silica gel flash chromatography (the mobile phase being a mixture of methanol and dichloromethane with an 0.5% aqueous NH3 solution (in a ratio gradually ranging from 2:98 to 3:97), resulting in the pure title compound (... Reactants: Fc1cc2c(cc1Br)N=Cc1ccccc1O2, O=C1CCCC(=O)O1, Cc1ccccc1C. Product: O=C(O)C1CCC(=O)N2c3cc(Br)c(F)cc3Oc3ccccc3C12. Reaction SMILES: [Br:9][c:10]1[cH:11][c:12]2[c:13]([cH:23][c:24]1[F:25])[O:14][c:15]1[c:16]([cH:19][cH:20][cH:21][cH:22]1)[CH:17]=[N:18]2.[C:1]1(=[O:8])[CH2:2][CH2:3][CH2:4][C:5](=[O:6])[O:7]1.[c:26]1([CH3:27])[c:28]([CH3:29])[cH:30][cH:31][cH:32][cH:33]1>>[C:1]([CH:2]1[CH2:3][CH2:4][C:5](=[O:6])[N:18]2[c:12]3[cH:11][c:10]([Br:9])[c:24]([F:25])[cH:23][c:13]3[O:14][c:15]3[c:16]([cH:19][cH:20][cH:21][cH:22]3)[CH:17]12)([OH:7])=[O:8].